Dataset: the Open Reaction Database (ORD), a public repository of structured organic reaction records. Task: describe an organic reaction: reactants, conditions, products, and yield Reactants: CCOC(C)=O, CC(C)Oc1ccc(Cl)cc1N1CCNCC1, CC(Cl)Cl, O=CCCCOc1ccc2c(n1)NC(=O)CC2. Yields the product CC(C)Oc1ccc(Cl)cc1N1CCN(CCCCOc2ccc3c(n2)NC(=O)CC3)CC1. As a reaction SMILES: [CH3:39][CH2:40][O:41][C:42]([CH3:43])=[O:44].[Cl:18][c:19]1[cH:20][cH:21][c:22]([O:31][CH:32]([CH3:33])[CH3:34])[c:23]([N:25]2[CH2:26][CH2:27][NH:28][CH2:29][CH2:30]2)[cH:24]1.[Cl:35][CH:36]([Cl:37])[CH3:38].[O:1]=[C:2]1[CH2:3][CH2:4][c:5]2[cH:6][cH:7][c:8]([O:12][CH2:13][CH2:14][CH2:15][CH:16]=[O:17])[n:9][c:10]2[NH:11]1>>[O:1]=[C:2]1[CH2:3][CH2:4][c:5]2[cH:6][cH:7][c:8]([O:12][CH2:13][CH2:14][CH2:15][CH2:16][N:28]3[CH2:27][CH2:26][N:25]([c:23]4[c:22]([O:31][CH:32]([CH3:33])[CH3:34])[cH:21][cH:20][c:19]([Cl:18])[cH:24]4)[CH2:30][CH2:29]3)[n:9][c:10]2[NH:11]1. Reactants: NOS(=O)(=O)C1=C(C=C(C=C1C)C)C (2-[(Aminooxy)sulfonyl]-1,3,5-trimethylbenzene), FC1=CC(=NC=C1F)N (4,5-difluoropyridin-2-amine). The solvent is ClCCl (dichloromethane). Run at time 20 minute. Product: N[N+]1=C(C=C(C(=C1)F)F)N.CC1=C(C(=CC(=C1)C)C)S(=O)(=O)[O-] (1,2-diamino-4,5-difluoropyridinium 2,4,6-trimethylbenzenesulfonate). As a reaction SMILES: [NH2:1][O:2][S:3]([C:6]1[C:11]([CH3:12])=[CH:10][C:9]([CH3:13])=[CH:8][C:7]=1[CH3:14])(=[O:5])=[O:4].[F:15][C:16]1[C:21]([F:22])=[CH:20][N:19]=[C:18]([NH2:23])[CH:17]=1>ClCCl>[NH2:1][N+:19]1[CH:20]=[C:21]([F:22])[C:16]([F:15])=[CH:17][C:18]=1[NH2:23].[CH3:12][C:11]1[CH:10]=[C:9]([CH3:13])[CH:8]=[C:7]([CH3:14])[C:6]=1[S:3]([O-:5])(=[O:4])=[O:2] |f:3.4|. Procedure details: 2-[(Aminooxy)sulfonyl]-1,3,5-trimethylbenzene was added to a solution of 4,5-difluoropyridin-2-amine (47-3; 0.1 g, 0.000769 mol) in dichloromethane (10 mL). The reaction mixture was stirred for 20 min. A precipitate formed and it was filtered and dried under vacuum to afford the title compound. 1H NMR (400 MHz, DMSO) δ 8.91 (bs, 2H), 8.07-8.04 (m, 1H), 7.11-7.05 (m, 1H), 6.87 (s, 2H), 6.71 (s, 2H), 2.47 (s, 6H), 2.15 (s, 3H). Reactants: Cl.FC1=CC=C(C(=O)C2CCNCC2)C=C1 (4-(4-fluorobenzoyl)piperidine hydrochloride), FC1=CC=C(N)C=C1 (4-fluoroaniline), C1(=CC=CC=C1)S(=O)(=O)O (benzenesulfonic acid), [BH4-].[Na+] (sodium borohydride), ice, [OH-].[Na+] (sodium hydroxide), ice. Solvent: C(C)O (Ethanol), xylenes, O (water), O (water). Reaction conditions: temperature 50 celsius, time 18 hour. The product is FC1=CC=C(C=C1)NC(C1CCNCC1)C1=CC=C(C=C1)F (N,α-Bis(4-fluorophenyl)-4-piperidinemethanamine). As a reaction SMILES: Cl.[F:2][C:3]1[CH:16]=[CH:15][C:6]([C:7]([CH:9]2[CH2:14][CH2:13][NH:12][CH2:11][CH2:10]2)=O)=[CH:5][CH:4]=1.[F:17][C:18]1[CH:24]=[CH:23][C:21]([NH2:22])=[CH:20][CH:19]=1.C1(S(O)(=O)=O)C=CC=CC=1.[BH4-].[Na+].[OH-].[Na+]>O.C(O)C>[F:17][C:18]1[CH:24]=[CH:23][C:21]([NH:22][CH:7]([C:6]2[CH:15]=[CH:16][C:3]([F:2])=[CH:4][CH:5]=2)[CH:9]2[CH2:14][CH2:13][NH:12][CH2:11][CH2:10]2)=[CH:20][CH:19]=1 |f:0.1,4.5,6.7|. Procedure: A stirred mixture of 4-(4-fluorobenzoyl)piperidine hydrochloride (40.0 g, 0.164 mole), 4-fluoroaniline (22.0 g, 0.197 mole), and benzenesulfonic acid (0.14 g) in xylenes (820 mL) was heated at reflux temperature for 18 hr during which time 3 mL of water was collected in a Dean-Stark trap. After cooling to 50° C., sodium borohydride (12.5 g, 0.328 mole) was added slowly. Ethanol (100 mL) was added and the mixture heated at 60° C. for 1 h. After stirring for 18 h under a nitrogen atmosphere at roo... The reactants are C1(=CC=CC=C1)C1=NNC(=C1)C(=O)O (3-Phenyl-1H-pyrazole-5-carboxylic acid), Cl (hydrochloric acid), CO (methanol). Yields the product Cl.C1(=CC=CC=C1)C1=NNC(=C1)C(=O)OC (Methyl 3-phenyl-1H-pyrazole-5-carboxylate Hydrochloride). Reaction SMILES: [C:1]1([C:7]2[CH:11]=[C:10]([C:12]([OH:14])=[O:13])[NH:9][N:8]=2)[CH:6]=[CH:5][CH:4]=[CH:3][CH:2]=1.[ClH:15].[CH3:16]O>>[ClH:15].[C:1]1([C:7]2[CH:11]=[C:10]([C:12]([O:14][CH3:16])=[O:13])[NH:9][N:8]=2)[CH:2]=[CH:3][CH:4]=[CH:5][CH:6]=1 |f:3.4|. Procedure: 3-Phenyl-1H-pyrazole-5-carboxylic acid (4.96 g) was suspended in methanol (80 mL) and concentrated hydrochloric acid (22.0 mL) and the reaction mixture heated at reflux overnight. Upon cooling the title compound (3.00 g) precipitated from the reaction mixture, was filtered and dried under vacuum. The material was used without further purification having the following physical data. Reactants: C(#C)C=1C(NC(N([C@H]2C[C@H](O)[C@@H](CO)O2)C1)=O)=O (5-ethynyl-2'-deoxyuridine), N1=CC=CC=C1 (pyridine), C(C)(=O)OC(C)=O (acetic anhydride), C(C)O (ethanol). The product is C(C)(=O)O[C@H]1C[C@@H](O[C@@H]1COC(C)=O)N1C(=O)NC(=O)C(=C1)C#C (3',5'-di-O-Acetyl-2'-deoxy-5-ethynyluridine). The yield is 92.0%. As a reaction SMILES: [C:1]([C:3]1[C:4](=[O:18])[NH:5][C:6](=[O:17])[N:7]([CH:16]=1)[C@@H:8]1[O:15][C@H:12]([CH2:13][OH:14])[C@@H:10]([OH:11])[CH2:9]1)#[CH:2].N1C=CC=CC=1.[C:25](OC(=O)C)(=[O:27])[CH3:26].[CH2:32]([OH:34])[CH3:33]>>[C:25]([O:11][C@@H:10]1[C@@H:12]([CH2:13][O:14][C:32](=[O:34])[CH3:33])[O:15][C@@H:8]([N:7]2[CH:16]=[C:3]([C:1]#[CH:2])[C:4](=[O:18])[NH:5][C:6]2=[O:17])[CH2:9]1)(=[O:27])[CH3:26]. Reported procedure: 5-ethynyl-2'-deoxyuridine (J. Med. Chem., 26(5), 661-6, (1983)) (1.26 g, 5.0 mmole), 10 ml of dry pyridine, and 1.22 g of acetic anhydride (12.0 mmole) were stirred together at room temperature for 20 hr. The resulting clear solution was evaporated to give a syrupy residue which upon co-evaporation with ethanol gave a white solid. Re-crystallisation from ethanol gave 1.49 g (92%) of the title compound as white crystals melting at 152°-4° C.